From a dataset of the Open Reaction Database (ORD), a public repository of structured organic reaction records. describe an organic reaction: reactants, conditions, products, and yield The reactants are CC1=CC(=C(C=C1)N)[N+](=O)[O-] (4-methyl-2-nitro-phenylamine), C1CC(=O)N(C1=O)Br (NBS). Reagents/catalysts: [Zn] (Zn). Run in O (water), C(C)(=O)O (acetic acid). Conditions: time 2.5 hour. Product: BrC=1C=C(C(=CC1C)N)N (4-Bromo-5-methyl-benzene-1,2-diamine). Yield: 83.2%. RXN SMILES: [CH3:1][C:2]1[CH:7]=[CH:6][C:5]([NH2:8])=[C:4]([N+:9]([O-])=O)[CH:3]=1.C1C(=O)N([Br:19])C(=O)C1>C(O)(=O)C.O.[Zn]>[Br:19][C:7]1[CH:6]=[C:5]([NH2:8])[C:4]([NH2:9])=[CH:3][C:2]=1[CH3:1]. Procedure: To the solution of 4-methyl-2-nitro-phenylamine (1 g, 1 eq.) in 15 mL of acetic acid was added NBS (1.4 g, 1.2 eq.). The reaction was allowed to stir for 2.5 hours. Reaction was then diluted with 15 mL of water and Zn dust (1.29 g, 3 eq.) was added. Reaction was stirred for 1 hour, filtered and then pH was adjusted to ˜7 with ammonia. The aqueous layer was extracted with CH2Cl2 twice, dried over Na2SO4, concentrated and adsorbed on silica. Purification by flash column chromatography (60:40 hexan...